Dataset: the Open Reaction Database (ORD), a public repository of structured organic reaction records. Task: describe an organic reaction: reactants, conditions, products, and yield Reactants: BrC1=C(C=CC(=C1)F)C1N=C(NC(=C1C(=O)OCC)CBr)C=1SC=CN1 (Ethyl 4-(2-bromo-4-fluorophenyl)-6-(bromomethyl)-2-(thiazol-2-yl)-1,4-dihydropyrimidine-5-carboxylate), Cl.CC1(OC[C@H](NC1)C(=O)O)C ((S)-6,6-dimethylmorpholine-3-carboxylic acid hydrochloride). Yields the product BrC1=C(C=CC(=C1)F)C1C(=C(NC(=N1)C=1SC=CN1)CN1[C@@H](COC(C1)(C)C)C(=O)O)C(=O)OCC ((3S)-4-((6-(2-bromo-4-fluorophenyl)-5-(ethoxycarbonyl)-2-(thiazol-2-yl)-3,6-dihydropyrimidin-4-yl)methyl)-6,6-dimethylmorpholine-3-carboxylic acid). Yield: 60.7%. Reaction SMILES: [Br:1][C:2]1[CH:7]=[C:6]([F:8])[CH:5]=[CH:4][C:3]=1[CH:9]1[C:14]([C:15]([O:17][CH2:18][CH3:19])=[O:16])=[C:13]([CH2:20]Br)[NH:12][C:11]([C:22]2[S:23][CH:24]=[CH:25][N:26]=2)=[N:10]1.Cl.[CH3:28][C:29]1([CH3:38])[CH2:34][NH:33][C@H:32]([C:35]([OH:37])=[O:36])[CH2:31][O:30]1>>[Br:1][C:2]1[CH:7]=[C:6]([F:8])[CH:5]=[CH:4][C:3]=1[CH:9]1[N:10]=[C:11]([C:22]2[S:23][CH:24]=[CH:25][N:26]=2)[NH:12][C:13]([CH2:20][N:33]2[CH2:34][C:29]([CH3:28])([CH3:38])[O:30][CH2:31][C@H:32]2[C:35]([OH:37])=[O:36])=[C:14]1[C:15]([O:17][CH2:18][CH3:19])=[O:16] |f:1.2|. Reported procedure: Ethyl 4-(2-bromo-4-fluorophenyl)-6-(bromomethyl)-2-(thiazol-2-yl)-1,4-dihydropyrimidine-5-carboxylate (0.26 g, 0.51 mmol) was reacted with (S)-6,6-dimethylmorpholine-3-carboxylic acid hydrochloride (0.1 g, 0.51 mmol) according to the procedure as described in Example 1, Step C to give the title compound as a yellow solid (0.18 g, 63%). The compound was characterized by the following spectroscopic data: